describe an organic reaction: reactants, conditions, products, and yield From a dataset of the Open Reaction Database (ORD), a public repository of structured organic reaction records. The reactants are C([O-])([O-])=O.[K+].[K+] (Potassium carbonate), FC(C(=O)N1CC2=CC(=CC=C2CC1)C(F)(F)F)(F)F (2-(Trifluoroacetyl)-7-(trifluoromethyl)-1,2,3,4-tetrahydroisoquinoline). Solvent: O (water), O (water), C(C)O (ethanol). The product is [NH4+].[OH-].CO (NH4OH MeOH), FC(C1=CC=C2CCNCC2=C1)(F)F (7-(Trifluoromethyl)-1,2,3,4-tetrahydroisoquinoline). Isolated yield 116.0%. As a reaction SMILES: FC(F)(F)C([N:5]1[CH2:14][CH2:13][C:12]2[C:7](=[CH:8][C:9]([C:15]([F:18])([F:17])[F:16])=[CH:10][CH:11]=2)[CH2:6]1)=[O:4].[C:21](=O)([O-])[O-:22].[K+].[K+]>C(O)C.O>[NH4+:5].[OH-:4].[CH3:21][OH:22].[F:18][C:15]([F:16])([F:17])[C:9]1[CH:8]=[C:7]2[C:12]([CH2:13][CH2:14][NH:5][CH2:6]2)=[CH:11][CH:10]=1 |f:1.2.3,6.7.8|. Procedure details: 2-(Trifluoroacetyl)-7-(trifluoromethyl)-1,2,3,4-tetrahydroisoquinoline (4.1 g, 12 mmol) was dissolved in ethanol (16.0 mL). Potassium carbonate (4.0 g, 29 mmol) and water (4 mL) were added and the mixture was refluxed for 2 h. After cooling, the solution was diluted with water and extracted with dichloromethane four times. The combined extracts were dried (MgSO4), filtered, and concentrated. Purification by high pressure chromatography on silica gel eluting with a gradient of 100% A to 20% B (A=...